From a dataset of the Open Reaction Database (ORD), a public repository of structured organic reaction records. describe an organic reaction: reactants, conditions, products, and yield Starting materials: CC1=NNC2=CC(=CC=C12)NC=1N=C(C2=C(N1)C=CO2)N2CCC(CC2)C#N (1-(2-(3-methyl-1H-indazol-6-ylamino)furo[3,2-d]pyrimidin-4-yl)piperidine-4-carbonitrile), Cl.NO (hydroxylamine hydrochloride), C(=O)(O)[O-].[Na+] (NaHCO3). The solvent is CO (MeOH). Conditions: temperature 70 celsius, time 120 hour. Product: ON=C(N)C1CCN(CC1)C=1C2=C(N=C(N1)NC1=CC=C3C(=NNC3=C1)C)C=CO2 (N′-hydroxy-1-(2-(3-methyl-1H-indazol-6-ylamino)furo[3,2-d]pyrimidin-4-yl)piperidine-4-carboximidamide). Yield: 22.4%. RXN SMILES: [CH3:1][C:2]1[C:10]2[C:5](=[CH:6][C:7]([NH:11][C:12]3[N:13]=[C:14]([N:21]4[CH2:26][CH2:25][CH:24]([C:27]#[N:28])[CH2:23][CH2:22]4)[C:15]4[O:20][CH:19]=[CH:18][C:16]=4[N:17]=3)=[CH:8][CH:9]=2)[NH:4][N:3]=1.Cl.[NH2:30][OH:31].C([O-])(O)=O.[Na+]>CO>[OH:31][N:30]=[C:27]([CH:24]1[CH2:25][CH2:26][N:21]([C:14]2[C:15]3[O:20][CH:19]=[CH:18][C:16]=3[N:17]=[C:12]([NH:11][C:7]3[CH:6]=[C:5]4[C:10]([C:2]([CH3:1])=[N:3][NH:4]4)=[CH:9][CH:8]=3)[N:13]=2)[CH2:22][CH2:23]1)[NH2:28] |f:1.2,3.4|. Procedure: A mixture of 1-(2-(3-methyl-1H-indazol-6-ylamino)furo[3,2-d]pyrimidin-4-yl)piperidine-4-carbonitrile (0.082 g, 0.22 mmol), hydroxylamine hydrochloride (0.061 g, 0.88 mmol) and NaHCO3 (0.15 g, 1.7 mmol) in MeOH (20 mL) was stirred at about 70° C. for about 120 h. The solvent was removed and the residue was purified by preparative HPLC (Table 2, Method p) to give N′-hydroxy-1-(2-(3-methyl-1H-indazol-6-ylamino)furo[3,2-d]pyrimidin-4-yl)piperidine-4-carboximidamide (0.020 g, 22%): LC/MS (Table 2, Me... Reactants: O=C([O-])[O-], CC(C)c1c(Cl)[nH]c(=O)[nH]c1=O, CCI, [K+], [K+], CN(C)C=O. Product: CCn1c(Cl)c(C(C)C)c(=O)[nH]c1=O. As a reaction SMILES: [C:13](=[O:14])([O-:15])[O-:16].[Cl:1][c:2]1[c:3]([CH:10]([CH3:11])[CH3:12])[c:4](=[O:9])[nH:5][c:6](=[O:8])[nH:7]1.[I:19][CH2:20][CH3:21].[K+:17].[K+:18].[O:22]=[CH:23][N:24]([CH3:25])[CH3:26]>>[Cl:1][c:2]1[c:3]([CH:10]([CH3:11])[CH3:12])[c:4](=[O:9])[nH:5][c:6](=[O:8])[n:7]1[CH2:20][CH3:21]. Product: CC=1NC=2C(N1)=CC=C(C2C(=O)O)C(=O)O (2-Methyl-4,5-benzimidazoledicarboxylic acid). Reactants: CC=1NC=2C(N1)=CC=C(C2C(=O)OC)C(=O)OC (dimethyl 2-methyl-4,5-benzimidazoledicarboxylate), [OH-].[Na+] (sodium hydroxide), Cl (hydrochloric acid). As a reaction SMILES: [CH3:1][C:2]1[NH:3][C:4]2[C:5](=[CH:7][CH:8]=[C:9]([C:15]([O:17]C)=[O:16])[C:10]=2[C:11]([O:13]C)=[O:12])[N:6]=1.[OH-].[Na+].Cl>>[CH3:1][C:2]1[NH:3][C:4]2[C:5](=[CH:7][CH:8]=[C:9]([C:15]([OH:17])=[O:16])[C:10]=2[C:11]([OH:13])=[O:12])[N:6]=1 |f:1.2|. Run at temperature 70 celsius, time 4 hour. Procedure: A mixture of dimethyl 2-methyl-4,5-benzimidazoledicarboxylate and 8 equivalents of 10N sodium hydroxide is stirred 4 hours at 70° C., cooled and acidified with hydrochloric acid to afford the title product as cream-colored crystals, mp 270° C. (dec). The reactants are CN(C)CCOc1ccc(cc1C=O)[Br], CC1=CN=C(C=C1)N, [C-]#[N+]C1CCCCC1. Reagents/catalysts: O=C(O)C(F)(F)F (trifluoroacetic acid). The solvent is CC(C)O (isopropyl alcohol), CC(C)O (isopropylalcohol). Reaction conditions: temperature 22 celsius, time 20 hour. Product: Cc1ccc2nc(c3cc(ccc3OCCN(C)C)[Br])c(NC3CCCCC3)n2c1. Yield: 37.0%. RXN SMILES: CC1=CC=C(N)N=C1.[C-]#[N+]C1CCCCC1.CN(C)CCOC1=C(C=O)C=C(Br)C=C1>>CN(C)CCOC1=C(C=C(Br)C=C1)C1=C(NC2CCCCC2)N2C=C(C)C=CC2=N1.